From a dataset of the Open Reaction Database (ORD), a public repository of structured organic reaction records. describe an organic reaction: reactants, conditions, products, and yield Starting materials: N#CCCCBr, COC(=O)c1cc(OCc2cccc(Cl)c2)ccc1O, O=C([O-])[O-], CC#N, [I-], [K+], [K+], [K+]. The product is COC(=O)c1cc(OCc2cccc(Cl)c2)ccc1OCCCC#N. Reaction SMILES: [Br:27][CH2:28][CH2:29][CH2:30][C:31]#[N:32].[C:1](=[O:2])([O:3][CH3:4])[c:5]1[c:6]([OH:20])[cH:7][cH:8][c:9]([O:11][CH2:12][c:13]2[cH:14][c:15]([Cl:19])[cH:16][cH:17][cH:18]2)[cH:10]1.[C:21](=[O:22])([O-:23])[O-:24].[CH3:35][C:36]#[N:37].[I-:34].[K+:25].[K+:26].[K+:33]>>[C:1](=[O:2])([O:3][CH3:4])[c:5]1[c:6]([O:20][CH2:28][CH2:29][CH2:30][C:31]#[N:32])[cH:7][cH:8][c:9]([O:11][CH2:12][c:13]2[cH:14][c:15]([Cl:19])[cH:16][cH:17][cH:18]2)[cH:10]1. The reactants are CC(C)(C)OC(=O)OC(C)(C)C, CC(C)(C)O, CC(C)(N)CN, O, OC1CCCNC1. Yields the product CC(C)(C)OC(=O)N1CCCC(O)C1. RXN SMILES: [C:1]([O:2][C:3]([CH3:4])([CH3:5])[CH3:6])([O:7][C:8]([CH3:9])([CH3:10])[CH3:11])=[O:12].[C:27]([OH:28])([CH3:29])([CH3:30])[CH3:31].[CH3:20][C:21]([CH3:22])([NH2:23])[CH2:24][NH2:25].[OH2:26].[OH:13][CH:14]1[CH2:15][NH:16][CH2:17][CH2:18][CH2:19]1>>[C:1]([O:7][C:8]([CH3:9])([CH3:10])[CH3:11])(=[O:12])[N:16]1[CH2:15][CH:14]([OH:13])[CH2:19][CH2:18][CH2:17]1. Starting materials: [BH4-], CCOC(C)=O, CO, CC(C)(C)OC(=O)NCc1ccccc1C(=O)c1cc(Cl)ccc1N, [Na+]. The product is CC(C)(C)OC(=O)NCc1ccccc1C(O)c1cc(Cl)ccc1N. As a reaction SMILES: [BH4-:28].[CH2:30]([O:31][C:32](=[O:33])[CH3:34])[CH3:35].[CH3:1][OH:2].[NH2:3][c:4]1[c:5]([C:6](=[O:7])[c:8]2[c:9]([CH2:14][NH:15][C:16](=[O:17])[O:18][C:19]([CH3:20])([CH3:21])[CH3:22])[cH:10][cH:11][cH:12][cH:13]2)[cH:23][c:24]([Cl:27])[cH:25][cH:26]1.[Na+:29]>>[NH2:3][c:4]1[c:5]([CH:6]([OH:7])[c:8]2[c:9]([CH2:14][NH:15][C:16](=[O:17])[O:18][C:19]([CH3:20])([CH3:21])[CH3:22])[cH:10][cH:11][cH:12][cH:13]2)[cH:23][c:24]([Cl:27])[cH:25][cH:26]1. Reactants: CCC1=C(C=CC=C1)N1CCC(CC1)C1=NNC2=CC=CC=C12 (3-(1-pheneth-2-yl-4-piperidinyl)-1H-indazole), C(C1=CC=CC=C1)(=O)Cl (benzoyl chloride). Run in CCOCC (ether). Yields the product Cl.C(C1=CC=CC=C1)(=O)N1N=C(C2=CC=CC=C12)C1CCN(CC1)CCC1=CC=CC=C1 (1-Benzoyl-3-[1-(2-phenylethyl)-4-piperidinyl]-1H-indazole hydrochloride). The yield is 51.0%. RXN SMILES: [CH3:1][CH2:2][C:3]1[CH:8]=[CH:7][CH:6]=[CH:5][C:4]=1[N:9]1[CH2:14][CH2:13][CH:12]([C:15]2[C:23]3[C:18](=[CH:19][CH:20]=[CH:21][CH:22]=3)[NH:17][N:16]=2)[CH2:11][CH2:10]1.[C:24]([Cl:32])(=[O:31])[C:25]1[CH:30]=[CH:29][CH:28]=[CH:27][CH:26]=1>CCOCC>[ClH:32].[C:24]([N:17]1[C:18]2[C:23](=[CH:22][CH:21]=[CH:20][CH:19]=2)[C:15]([CH:12]2[CH2:11][CH2:10][N:9]([CH2:4][CH2:5][C:6]3[CH:7]=[CH:8][CH:3]=[CH:2][CH:1]=3)[CH2:14][CH2:13]2)=[N:16]1)(=[O:31])[C:25]1[CH:30]=[CH:29][CH:28]=[CH:27][CH:26]=1 |f:3.4|. Procedure details: A mixture of 1.6 g of 3-(1-pheneth-2-yl-4-piperidinyl)-1H-indazole and 7 ml of benzoyl chloride was heated at 100° for 2 hr. After cooling, ether was added and the solid was collected. The solid was combined with material from a prior experiment and recrystallized from methanol to yield 2.4 g (51%) of product, mp 248°-250° C. Starting materials: N1C(OC(C2=C1C=CC=C2)=O)=O (2H-3,1-benzoxazine-2,4(1H)-dione), C(OCC)([O-])[O-] (ethyl orthoformate), C(C)OC1=C(C=CC=C1)N1CCN(CC1)CCCCN (4-(2-ethoxyphenyl)-1-(4-aminobutyl)piperazine). Product: C(C)OC1=C(C=CC=C1)N1CCN(CC1)CCCCN1C=NC2=CC=CC=C2C1=O (3-{4-[4-(2-ethoxyphenyl)-1-piperazinyl]butyl}-4(3H)-quinazolone). Isolated yield 37.0%. Reaction SMILES: [NH:1]1[C:6]2[CH:7]=[CH:8][CH:9]=[CH:10][C:5]=2[C:4](=[O:11])O[C:2]1=O.C([O-])([O-])OCC.[CH2:19]([O:21][C:22]1[CH:27]=[CH:26][CH:25]=[CH:24][C:23]=1[N:28]1[CH2:33][CH2:32][N:31]([CH2:34][CH2:35][CH2:36][CH2:37][NH2:38])[CH2:30][CH2:29]1)[CH3:20]>>[CH2:19]([O:21][C:22]1[CH:27]=[CH:26][CH:25]=[CH:24][C:23]=1[N:28]1[CH2:29][CH2:30][N:31]([CH2:34][CH2:35][CH2:36][CH2:37][N:38]2[C:4](=[O:11])[C:5]3[C:6](=[CH:7][CH:8]=[CH:9][CH:10]=3)[N:1]=[CH:2]2)[CH2:32][CH2:33]1)[CH3:20]. Procedure: A mixture comprising 1.63 g of 2H-3,1-benzoxazine-2,4(1H)-dione, 1.78 g of ethyl orthoformate and 2.77 g of 4-(2-ethoxyphenyl)-1-(4-aminobutyl)piperazine was heated on a boiling water bath for about 10 minutes and further heated on an oil bath of 120° to 130° C. for about 2 hours. After the completion of the reaction, the reaction mixture was concentrated under a reduced pressure and the residue was columnchromatographed over silica gel column and eluted with an ethyl acetatetriethylamine solven...